Dataset: the Open Reaction Database (ORD), a public repository of structured organic reaction records. Task: describe an organic reaction: reactants, conditions, products, and yield Reactants: CNCC(CO)O (3-methylamino-1,2-propanediol), C(C)(=O)O[BH-](OC(C)=O)OC(C)=O.[Na+] (sodium triacetoxyborohydride), ClC1=C2CNC(C2=C(C=C1)C=1N(C2=CC=C(C=C2C1)C=O)C(=O)OC(C)(C)C)=O (4-chloro-7-[1-(tert-butoxycarbonyl)-5-formylindol-2-yl]isoindolinone). Run in ClCCl (dichloromethane). Product: ClC1=C2CNC(C2=C(C=C1)C=1N(C2=CC=C(C=C2C1)CN(C)CC(CO)O)C(=O)OC(C)(C)C)=O (4-chloro-7-{1-(tert-butoxycarbonyl)-5-[N-(2,3-dihydroxypropyl)-N-methylaminomethyl]indol-2-yl}isoindolinone). RXN SMILES: [Cl:1][C:2]1[CH:10]=[CH:9][C:8]([C:11]2[N:12]([C:22]([O:24][C:25]([CH3:28])([CH3:27])[CH3:26])=[O:23])[C:13]3[C:18]([CH:19]=2)=[CH:17][C:16](C=O)=[CH:15][CH:14]=3)=[C:7]2[C:3]=1[CH2:4][NH:5][C:6]2=[O:29].[CH3:30][NH:31][CH2:32][CH:33]([OH:36])[CH2:34][OH:35].[C:37](O[BH-](OC(=O)C)OC(=O)C)(=O)C.[Na+]>ClCCl>[Cl:1][C:2]1[CH:10]=[CH:9][C:8]([C:11]2[N:12]([C:22]([O:24][C:25]([CH3:28])([CH3:26])[CH3:27])=[O:23])[C:13]3[C:18]([CH:19]=2)=[CH:17][C:16]([CH2:30][N:31]([CH2:32][CH:33]([OH:36])[CH2:34][OH:35])[CH3:37])=[CH:15][CH:14]=3)=[C:7]2[C:3]=1[CH2:4][NH:5][C:6]2=[O:29] |f:2.3|. Procedure details: In a similar manner to Step 1 of Example 56, 4-chloro-7-[1-(tert-butoxycarbonyl)-5-formylindol-2-yl]isoindolinone (20.0 mg, 0.0487 mmol) was dissolved in dichloromethane (0.5 mL). The solution was treated with 3-methylamino-1,2-propanediol (21 mg, 0.20 mmol) and sodium triacetoxyborohydride (32 mg, 0.15 mmol) to obtain 4-chloro-7-{1-(tert-butoxycarbonyl)-5-[N-(2,3-dihydroxypropyl)-N-methylaminomethyl]indol-2-yl}isoindolinone.